Dataset: the Open Reaction Database (ORD), a public repository of structured organic reaction records. Task: describe an organic reaction: reactants, conditions, products, and yield The reactants are CC(c1ccc(C2CCN(C(=O)OC(C)(C)C)CC2)cc1)N1CCC(CC(C)(C)O)(c2ccccc2)OC1=O, ClCCl, [Na+], O=C([O-])O, O=C(O)C(F)(F)F. Product: CC(c1ccc(C2CCNCC2)cc1)N1CCC(CC(C)(C)O)(c2ccccc2)OC1=O. Reaction SMILES: [C:8]([O:9][C:10](=[O:11])[N:15]1[CH2:16][CH2:17][CH:18]([c:21]2[cH:22][cH:23][c:24]([CH:27]([CH3:28])[N:29]3[C:30](=[O:46])[O:31][C:32]([c:35]4[cH:36][cH:37][cH:38][cH:39][cH:40]4)([CH2:41][C:42]([CH3:43])([CH3:44])[OH:45])[CH2:33][CH2:34]3)[cH:25][cH:26]2)[CH2:19][CH2:20]1)([CH3:12])([CH3:13])[CH3:14].[Cl:52][CH2:53][Cl:54].[Na+:51].[O-:47][C:48]([OH:49])=[O:50].[OH:1][C:2]([C:3]([F:4])([F:5])[F:6])=[O:7]>>[NH:15]1[CH2:16][CH2:17][CH:18]([c:21]2[cH:22][cH:23][c:24]([CH:27]([CH3:28])[N:29]3[C:30](=[O:46])[O:31][C:32]([c:35]4[cH:36][cH:37][cH:38][cH:39][cH:40]4)([CH2:41][C:42]([CH3:43])([CH3:44])[OH:45])[CH2:33][CH2:34]3)[cH:25][cH:26]2)[CH2:19][CH2:20]1. The reactants are BrC=1C=CC2=C(C(C3=C(OC2)C=CC=C3)C#N)C1 (9-bromo-6,11-dihydrodibenz[b,e]oxepin-11-carbonitrile), Cl (hydrochloric acid), C(C)(=O)O (acetic acid). Product: BrC=1C=CC2=C(C(C3=C(OC2)C=CC=C3)C(=O)O)C1 (9-bromo-6,11-dihydrodibenz[b,e]oxepin-11-carboxylic acid). As a reaction SMILES: [Br:1][C:2]1[CH:3]=[CH:4][C:5]2[CH2:11][O:10][C:9]3[CH:12]=[CH:13][CH:14]=[CH:15][C:8]=3C(C#N)[C:6]=2[CH:18]=1.Cl.[C:20]([OH:23])(=[O:22])[CH3:21]>>[Br:1][C:2]1[CH:18]=[CH:6][C:5]2[CH2:11][O:10][C:9]3[CH:12]=[CH:13][CH:14]=[CH:15][C:8]=3[CH:21]([C:20]([OH:23])=[O:22])[C:4]=2[CH:3]=1. Reported procedure: A mixture of 5.48 g of 9-bromo-6,11-dihydrodibenz[b,e]oxepin-11-carbonitrile, 80 ml of conc. hydrochloric acid and 80 ml of acetic acid was heated under reflux for 15 hours. The reaction mixture was allowed to stand at room temperature. The crystals precipitated were collected by filtration and dissolved in dichloromethane. The solution was washed with water, dried and concentrated to dryness under reduced pressure. The crude crystals were recrystallized from toluene to obtain 1.83 g of Compound... Reactants: O.[OH-].[Li+] (Lithium hydroxide monohydrate), N1(CCC1)C(=O)C=1N=CC(=NC1)OC=1C=C(C(=O)OC)C=C(C1)O[C@H](COC(F)F)C (methyl 3-{[5-(azetidin-1-ylcarbonyl)pyrazin-2-yl]oxy}-5-({(1S)-2-[(difluoromethyl)oxy]-1-methylethyl}oxy)benzoate). Solvent: O (water), C1CCOC1 (THF). Conditions: time 20 hour. The product is N1(CCC1)C(=O)C=1N=CC(=NC1)OC=1C=C(C(=O)O)C=C(C1)O[C@H](COC(F)F)C (3-{[5-(Azetidin-1-ylcarbonyl)pyrazin-2-yl]oxy}-5-({(1S)-2-[(difluoromethyl)oxy]-1-methylethyl}oxy)benzoic acid). Yield: 81.9%. RXN SMILES: O.[OH-].[Li+].[N:4]1([C:8]([C:10]2[N:11]=[CH:12][C:13]([O:16][C:17]3[CH:18]=[C:19]([CH:24]=[C:25]([O:27][C@@H:28]([CH3:34])[CH2:29][O:30][CH:31]([F:33])[F:32])[CH:26]=3)[C:20]([O:22]C)=[O:21])=[N:14][CH:15]=2)=[O:9])[CH2:7][CH2:6][CH2:5]1>O.C1COCC1>[N:4]1([C:8]([C:10]2[N:11]=[CH:12][C:13]([O:16][C:17]3[CH:18]=[C:19]([CH:24]=[C:25]([O:27][C@@H:28]([CH3:34])[CH2:29][O:30][CH:31]([F:32])[F:33])[CH:26]=3)[C:20]([OH:22])=[O:21])=[N:14][CH:15]=2)=[O:9])[CH2:5][CH2:6][CH2:7]1 |f:0.1.2|. Procedure details: Lithium hydroxide monohydrate (48 mg, 1.13 mmol) in water (5 mL) was added to a solution of methyl 3-{[5-(azetidin-1-ylcarbonyl)pyrazin-2-yl]oxy}-5-({(1S)-2-[(difluoromethyl)oxy]-1-methylethyl}oxy)benzoate (0.33 g, 0.75 mmol) in THF (10 mL) and stirred at RT for 20 hours. The THF was removed in vacuo and the aqueous layer washed with ethyl acetate (50 mL) to remove any impurities. The aqueous layer was acidified and extracted into ethyl acetate (2×50 mL), washed with brine, dried (MgSO4), filter... Starting materials: FC1=C(OCC(=O)OC)C=C(C=C1)CC=1NC(=C(N1)C=1C=C2C=CC=NC2=CC1)C1=NC(=CC=C1)C (methyl 2-(2-fluoro-5-((5-(6-methylpyridin-2-yl)-4-(quinolin-6-yl)-1H-imidazol-2-yl)methyl)phenoxy)acetate), [NH4+].[OH-] (NH4OH). Run in O (H2O). Reaction conditions: time 2 hour. Product: FC1=C(OCC(=O)N)C=C(C=C1)CC=1NC(=C(N1)C=1C=C2C=CC=NC2=CC1)C1=NC(=CC=C1)C (2-(2-fluoro-5-((5-(6-methylpyridin-2-yl)-4-(quinolin-6-yl)-1H-imidazol-2-yl)methyl)phenoxy)acetamide). The yield is 86.0%. Reaction SMILES: [F:1][C:2]1[CH:13]=[CH:12][C:11]([CH2:14][C:15]2[NH:16][C:17]([C:30]3[CH:35]=[CH:34][CH:33]=[C:32]([CH3:36])[N:31]=3)=[C:18]([C:20]3[CH:21]=[C:22]4[C:27](=[CH:28][CH:29]=3)[N:26]=[CH:25][CH:24]=[CH:23]4)[N:19]=2)=[CH:10][C:3]=1[O:4][CH2:5][C:6](OC)=[O:7].[NH4+:37].[OH-]>O>[F:1][C:2]1[CH:13]=[CH:12][C:11]([CH2:14][C:15]2[NH:16][C:17]([C:30]3[CH:35]=[CH:34][CH:33]=[C:32]([CH3:36])[N:31]=3)=[C:18]([C:20]3[CH:21]=[C:22]4[C:27](=[CH:28][CH:29]=3)[N:26]=[CH:25][CH:24]=[CH:23]4)[N:19]=2)=[CH:10][C:3]=1[O:4][CH2:5][C:6]([NH2:37])=[O:7] |f:1.2|. Reported procedure: Methyl 2-(2-fluoro-5-((5-(6-methylpyridin-2-yl)-4-(quinolin-6-yl)-1H-imidazol-2-yl)methyl)phenoxy)acetate (Example 93) (32.5 mg, 0.067 mmol) was treated with aqueous NH4OH (28-30%, 1 mL). The suspension was stirred at room temperature. After 2 hours, the reaction mixture was diluted with H2O (3 mL) and stirred for 30 min. The precipitate was filtered, washed with water, and dried under vacuum for overnight to afford the title compound (26.8 mg, 86%). (300 MHz, CDCl3) δ 2.49 (3H, s), 4.15 (2H, s)... Procedure: Prepare by the method of Example 6.6.2 using 1-(4-ethyl acetoxy-3,5-dimethoxy-benzoyl)-3-phenyl-3-(2-methanesulfonyl-ethyl)-pyrrolidine and 4-[1-(2-ethoxy-ethyl)-1H-benzoimidazole-2-carbonyl]-piperidine to give the title compound. The reactants are C(C)C1=C(C(=C(C(=O)N2CC(CC2)(CCS(=O)(=O)C)C2=CC=CC=C2)C=C1OC)OC(C)=O)OC (1-(4-ethyl acetoxy-3,5-dimethoxy-benzoyl)-3-phenyl-3-(2-methanesulfonyl-ethyl)-pyrrolidine), C(C)OCCN1C(=NC2=C1C=CC=C2)C(=O)C2CCNCC2 (4-[1-(2-ethoxy-ethyl)-1H-benzoimidazole-2-carbonyl]-piperidine). RXN SMILES: [CH2:1]([C:3]1[C:27]([O:28][CH3:29])=[CH:26][C:6]([C:7]([N:9]2[CH2:13][CH2:12][C:11]([C:20]3[CH:25]=[CH:24][CH:23]=[CH:22][CH:21]=3)([CH2:14][CH2:15]S(C)(=O)=O)[CH2:10]2)=[O:8])=[C:5]([O:30][C:31](=[O:33])[CH3:32])[C:4]=1[O:34][CH3:35])[CH3:2].[CH2:36]([O:38][CH2:39][CH2:40][N:41]1[C:45]2[CH:46]=[CH:47][CH:48]=[CH:49][C:44]=2[N:43]=[C:42]1[C:50]([CH:52]1[CH2:57][CH2:56][NH:55][CH2:54][CH2:53]1)=[O:51])[CH3:37]>>[CH2:1]([C:3]1[C:27]([O:28][CH3:29])=[CH:26][C:6]([C:7]([N:9]2[CH2:13][CH2:12][C:11]([CH2:14][CH2:15][N:55]3[CH2:56][CH2:57][CH:52]([C:50]([C:42]4[N:41]([CH2:40][CH2:39][O:38][CH2:36][CH3:37])[C:45]5[CH:46]=[CH:47][CH:48]=[CH:49][C:44]=5[N:43]=4)=[O:51])[CH2:53][CH2:54]3)([C:20]3[CH:25]=[CH:24][CH:23]=[CH:22][CH:21]=3)[CH2:10]2)=[O:8])=[C:5]([O:30][C:31](=[O:33])[CH3:32])[C:4]=1[O:34][CH3:35])[CH3:2]. Yields the product C(C)C1=C(C(=C(C(=O)N2CC(CC2)(C2=CC=CC=C2)CCN2CCC(CC2)C(=O)C2=NC3=C(N2CCOCC)C=CC=C3)C=C1OC)OC(C)=O)OC (1-(4-Ethyl acetoxy-3,5-dimethoxy-benzoyl)-3-[2-[4-[1-(2-ethoxy-ethyl)-1H-benzoimidazole-2-carbonyl]-piperidin-1-yl]-ethyl]-3-phenyl-pyrrolidine). The reactants are [BH4-], COc1c(C=O)cccc1Oc1ccccc1Cl, CO, [Na+]. The product is COc1c(CO)cccc1Oc1ccccc1Cl. RXN SMILES: [BH4-:19].[CH3:1][O:2][c:3]1[c:4]([CH:5]=[O:6])[cH:7][cH:8][cH:9][c:10]1[O:11][c:12]1[c:13]([Cl:18])[cH:14][cH:15][cH:16][cH:17]1.[CH3:21][OH:22].[Na+:20]>>[CH3:1][O:2][c:3]1[c:4]([CH2:5][OH:6])[cH:7][cH:8][cH:9][c:10]1[O:11][c:12]1[c:13]([Cl:18])[cH:14][cH:15][cH:16][cH:17]1. Run in C1CCOC1 (THF). Reaction conditions: time 18 hour. Procedure: To a solution of benzyl N-[8-(2-methylpropane-2-sulfonamido)-1,4-dioxaspiro[4.4]nonan-7-yl]-N-[(1R)-1-phenylethyl]carbamate (331 mg, 0.64 mmol) in THF (1.1 ml) was added HCl (aq, 2M, 1.65 ml, 3.30 mmol) was stirred at room temperature for 18 hours. The reaction mixture was concentrated in vacuo and azeotropically distilled with toluene to afford the title compound. Reactants: CC(C)(C)S(=O)(=O)NC1C(CC2(OCCO2)C1)N(C(OCC1=CC=CC=C1)=O)[C@H](C)C1=CC=CC=C1 (benzyl N-[8-(2-methylpropane-2-sulfonamido)-1,4-dioxaspiro[4.4]nonan-7-yl]-N-[(1R)-1-phenylethyl]carbamate), Cl (HCl). The product is CC(C)(C)S(=O)(=O)NC1C(CC(C1)=O)N(C(OCC1=CC=CC=C1)=O)[C@H](C)C1=CC=CC=C1 (Benzyl N-[2-(2-methylpropane-2-sulfonamido)-4-oxocyclopentyl]-N-[(1R)-1-phenylethyl]carbamate). As a reaction SMILES: [CH3:1][C:2]([S:5]([NH:8][CH:9]1[CH2:17][C:12]2(OCC[O:13]2)[CH2:11][CH:10]1[N:18]([C@@H:29]([C:31]1[CH:36]=[CH:35][CH:34]=[CH:33][CH:32]=1)[CH3:30])[C:19](=[O:28])[O:20][CH2:21][C:22]1[CH:27]=[CH:26][CH:25]=[CH:24][CH:23]=1)(=[O:7])=[O:6])([CH3:4])[CH3:3].Cl>C1COCC1>[CH3:1][C:2]([S:5]([NH:8][CH:9]1[CH2:17][C:12](=[O:13])[CH2:11][CH:10]1[N:18]([C@@H:29]([C:31]1[CH:36]=[CH:35][CH:34]=[CH:33][CH:32]=1)[CH3:30])[C:19](=[O:28])[O:20][CH2:21][C:22]1[CH:27]=[CH:26][CH:25]=[CH:24][CH:23]=1)(=[O:6])=[O:7])([CH3:3])[CH3:4].